From a dataset of the Open Reaction Database (ORD), a public repository of structured organic reaction records. describe an organic reaction: reactants, conditions, products, and yield Reactants: COC1=CC=C(C=C1)C(C)(C)N (1-(4-methoxyphenyl)-1-methylethylamine), FC1=CC=C(C(=O)OC)C=C1 (methyl 4-fluorobenzoate). The product is FC1=CC=C(C=C1)C(C)(C)N (1-(4-Fluorophenyl)-1-methylethylamine). Yield: 20.0%. As a reaction SMILES: CO[C:3]1[CH:8]=[CH:7][C:6]([C:9]([NH2:12])([CH3:11])[CH3:10])=[CH:5][CH:4]=1.[F:13]C1C=CC(C(OC)=O)=CC=1>>[F:13][C:3]1[CH:8]=[CH:7][C:6]([C:9]([NH2:12])([CH3:11])[CH3:10])=[CH:5][CH:4]=1. Reported procedure: Following a procedure similar to that described in Preparation 10a, but using methyl 4-fluorobenzoate as a starting material, in a relative amount similar to that used in that Preparation, the title compound was obtained in a yield of 20%. Starting materials: COC(C1=CC=C(C=C1)S(=O)(=O)Cl)=O (4-chlorosulfonyl-benzoic acid methyl ester), FC1=C(N)C(=CC(=C1)F)F (2,4,6-trifluoroaniline), N1=CC=CC=C1 (pyridine). The solvent is ClCCl (dichloromethane), ClCCl (dichloromethane). Reaction conditions: temperature -50 celsius. Yields the product COC(C1=CC=C(C=C1)S(NC1=C(C=C(C=C1F)F)F)(=O)=O)=O (4-[N-(2,4,6-trifluorophenyl)sulfamoyl]-benzoic acid methyl ester). Reaction SMILES: [CH3:1][O:2][C:3](=[O:14])[C:4]1[CH:9]=[CH:8][C:7]([S:10](Cl)(=[O:12])=[O:11])=[CH:6][CH:5]=1.[F:15][C:16]1[CH:22]=[C:21]([F:23])[CH:20]=[C:19]([F:24])[C:17]=1[NH2:18].N1C=CC=CC=1>ClCCl>[CH3:1][O:2][C:3](=[O:14])[C:4]1[CH:9]=[CH:8][C:7]([S:10](=[O:12])(=[O:11])[NH:18][C:17]2[C:16]([F:15])=[CH:22][C:21]([F:23])=[CH:20][C:19]=2[F:24])=[CH:6][CH:5]=1. Procedure details: 2.35 g (10 mmol) of 4-chlorosulfonyl-benzoic acid methyl ester is suspended in 30 ml of dichloromethane with exclusion of moisture, the suspension is cooled to -50° C and, at this temperature, a solution of 1.47 g (10 mmol) of 2,4,6-trifluoroaniline and 1 ml of pyridine in 20 ml of dichloromethane is instilled. When the instillation is completed, it is allowed to come to room temperature and stirred for 12 more hours. The resulting precipitate is suctioned off and extracted with ether. The ether...